describe an organic reaction: reactants, conditions, products, and yield From a dataset of the Open Reaction Database (ORD), a public repository of structured organic reaction records. Starting materials: ClC1=NC=C(C(=N1)Cl)C(F)(F)F (2,4-dichloro-5-(trifluoromethyl)pyrimidine), CS(=O)(=O)C=1C=C(C=CC1)CN (1-[3-(methylsulfonyl)phenyl]methanamine), C(C)(C)N(CC)C(C)C (diisopropylethylamine), ClC1=NC=C(C(=N1)NCC1=CC(=CC=C1)S(=O)(=O)C)C(F)(F)F (2-chloro-N-[3-(methylsulfonyl)benzyl]-5-(trifluoromethyl)pyrimidin-4-amine), ClC1=NC(=NC=C1C(F)(F)F)NCC1=CC(=CC=C1)S(=O)(=O)C (4-chloro-N-[3-(methylsulfonyl)benzyl]-5-(trifluoromethyl)pyrimidin-2-amine), anilines, NC1=CC=C(CP(OCC)(OCC)=O)C=C1 (diethyl (4-aminobenzyl)phosphonate), C(=O)(C(F)(F)F)O (TFA), ClC1=NC=C(C(=N1)NCC1=CC(=CC=C1)S(=O)(=O)C)C(F)(F)F (2-chloro-N-[3-(methylsulfonyl)benzyl]-5-(trifluoromethyl)pyrimidin-4-amine). Yields the product CS(=O)(=O)C=1C=C(CNC2=NC(=NC=C2C(F)(F)F)NC2=CC=C(CP(OCC)(OCC)=O)C=C2)C=CC1 (diethyl (4-{[4-{[3-(methylsulfonyl)benzyl]amino}-5-(trifluoromethyl)pyrimidin-2-yl]amino}benzyl)phosphonate). Procedure: Reaction of 2,4-dichloro-5-(trifluoromethyl)pyrimidine XL with commercially available 1-[3-(methylsulfonyl)phenyl]methanamine and diisopropylethylamine at 0° C. overnight affords a mixture of 2-chloro-N-[3-(methylsulfonyl)benzyl]-5-(trifluoromethyl)pyrimidin-4-amine and 4-chloro-N-[3-(methylsulfonyl)benzyl]-5-(trifluoromethyl)pyrimidin-2-amine XLIVa/XLIVb. The crude mixture was crystallized from methylene chloride to afford a sample of the pure, undesired 2-substituted isomer XLIVb. The mother l... Reaction SMILES: Cl[C:2]1[N:7]=[C:6](Cl)[C:5]([C:9]([F:12])([F:11])[F:10])=[CH:4][N:3]=1.[CH3:13][S:14]([C:17]1[CH:18]=[C:19]([CH2:23][NH2:24])[CH:20]=[CH:21][CH:22]=1)(=[O:16])=[O:15].C(N(C(C)C)CC)(C)C.ClC1N=C(NCC2C=CC=C(S(C)(=O)=O)C=2)C(C(F)(F)F)=CN=1.ClC1C(C(F)(F)F)=CN=C(NCC2C=CC=C(S(C)(=O)=O)C=2)N=1.[NH2:80][C:81]1[CH:95]=[CH:94][C:84]([CH2:85][P:86](=[O:93])([O:90][CH2:91][CH3:92])[O:87][CH2:88][CH3:89])=[CH:83][CH:82]=1.C(O)(C(F)(F)F)=O>>[CH3:13][S:14]([C:17]1[CH:18]=[C:19]([CH:20]=[CH:21][CH:22]=1)[CH2:23][NH:24][C:6]1[C:5]([C:9]([F:12])([F:11])[F:10])=[CH:4][N:3]=[C:2]([NH:80][C:81]2[CH:82]=[CH:83][C:84]([CH2:85][P:86](=[O:93])([O:87][CH2:88][CH3:89])[O:90][CH2:91][CH3:92])=[CH:94][CH:95]=2)[N:7]=1)(=[O:15])=[O:16]. Yield: 61.2%. RXN SMILES: Br[C:2]1[CH:10]=[CH:9][C:5]([CH:6]=[N:7][OH:8])=[CH:4][CH:3]=1.[C:11]([C:13]1[CH:14]=[C:15](B(O)O)[CH:16]=[CH:17][CH:18]=1)#[N:12].C(=O)([O-])[O-].[Na+].[Na+]>C(COC)OC.O.[Pd].C1(P(C2C=CC=CC=2)C2C=CC=CC=2)C=CC=CC=1.C1(P(C2C=CC=CC=2)C2C=CC=CC=2)C=CC=CC=1.C1(P(C2C=CC=CC=2)C2C=CC=CC=2)C=CC=CC=1.C1(P(C2C=CC=CC=2)C2C=CC=CC=2)C=CC=CC=1>[OH:8]/[N:7]=[CH:6]/[C:5]1[CH:9]=[CH:10][C:2]([C:17]2[CH:16]=[CH:15][CH:14]=[C:13]([C:11]#[N:12])[CH:18]=2)=[CH:3][CH:4]=1 |f:2.3.4,7.8.9.10.11|. Reported procedure: To a stirred solution of 4-bromobenzaldehyde (3.0 g, 16.2 mmol) in ethanol (100 mL) and water (25 mL) was added sodium acetate (1.7 g, 21.0 mmol) and hydroxylamine hydrochloride (1.4 g, 19.5 mmol). The resulting mixture was heated to reflux for 2 hours. The solution was allowed to cool to room temperature, concentrated, and filtered to give 4-bromobenzaldehyde oxime (3.02 g, 93%). 4-Bromobenzaldehyde oxime (0.25 g, 1.25 mmol) was added to a stirred solution of 3-cyanophenyl boronic acid (0.28 g,... The solvent is C(OC)COC (glyme), O (water). Reagents/catalysts: [Pd].C1(=CC=CC=C1)P(C1=CC=CC=C1)C1=CC=CC=C1.C1(=CC=CC=C1)P(C1=CC=CC=C1)C1=CC=CC=C1.C1(=CC=CC=C1)P(C1=CC=CC=C1)C1=CC=CC=C1.C1(=CC=CC=C1)P(C1=CC=CC=C1)C1=CC=CC=C1 (tetrakis(triphenylphosphine) palladium (0)). The product is O\N=C\C1=CC=C(C=C1)C1=CC(=CC=C1)C#N (4′-[(E)-(hydroxyimino)methyl]-1,1′-biphenyl-3-carbonitrile). Reactants: BrC1=CC=C(C=NO)C=C1 (4-Bromobenzaldehyde oxime), C(#N)C=1C=C(C=CC1)B(O)O (3-cyanophenyl boronic acid), C([O-])([O-])=O.[Na+].[Na+] (Sodium carbonate). Procedure: A mixture of 5-acetamido-6-bromoindan (143 g), cuprous cyanide (65.5 g) and NMP (600 ml) was stirred and heated to 125° C. for 30 minutes. The mixture was cooled to ambient temperature and poured into a mixture of concentrated aqueous ammonia solution (specific gravity 0.88, 1 L) and ice (3 L). The mixture was stirred for 15 minutes. The precipitate was isolated and washed with water (3 L). A mixture of the solid so obtained and methylene chloride (2 L) was stirred at ambient temperature for 30 ... Solvent: C(Cl)Cl (methylene chloride). Conditions: temperature 125 celsius. Product: C(C)(=O)NC=1C=C2CCCC2=CC1C#N (5-Acetamido-6-cyanoindan). Starting materials: C(C)(=O)NC=1C=C2CCCC2=CC1Br (5-acetamido-6-bromoindan), cuprous cyanide, CN1CCCC1=O (NMP), N (ammonia), ice. Reaction SMILES: [C:1]([NH:4][C:5]1[CH:6]=[C:7]2[C:11](=[CH:12][C:13]=1Br)[CH2:10][CH2:9][CH2:8]2)(=[O:3])[CH3:2].[CH3:15][N:16]1C(=O)CCC1.N>C(Cl)Cl>[C:1]([NH:4][C:5]1[CH:6]=[C:7]2[C:11](=[CH:12][C:13]=1[C:15]#[N:16])[CH2:10][CH2:9][CH2:8]2)(=[O:3])[CH3:2]. The reactants are O=C(O)C(O)C(Cc1ccccc1)NC(=O)C1CCC(=O)N1Cc1ccccc1, CC(C)ON. The product is CC(C)ONC(=O)C(O)C(Cc1ccccc1)NC(=O)C1CCC(=O)N1Cc1ccccc1. RXN SMILES: [CH2:1]([c:2]1[cH:3][cH:4][cH:5][cH:6][cH:7]1)[N:8]1[CH:9]([C:14](=[O:15])[NH:16][CH:17]([CH:18]([C:19](=[O:20])[OH:21])[OH:22])[CH2:23][c:24]2[cH:25][cH:26][cH:27][cH:28][cH:29]2)[CH2:10][CH2:11][C:12]1=[O:13].[CH:30]([CH3:31])([CH3:32])[O:33][NH2:34]>>[CH2:1]([c:2]1[cH:3][cH:4][cH:5][cH:6][cH:7]1)[N:8]1[CH:9]([C:14](=[O:15])[NH:16][CH:17]([CH:18]([C:19](=[O:20])[NH:34][O:33][CH:30]([CH3:31])[CH3:32])[OH:22])[CH2:23][c:24]2[cH:25][cH:26][cH:27][cH:28][cH:29]2)[CH2:10][CH2:11][C:12]1=[O:13]. The reactants are BrC=1C(=NC(=CC1)F)C (3-bromo-6-fluoro-2-methyl-pyridine), BrN1C(CCC1=O)=O (N-bromo-succinimide), O (Water). Reagents/catalysts: N(=NC(C#N)(C)C)C(C#N)(C)C (2,2′-azobis(2-methylpropionitrile)). Run in C(Cl)(Cl)(Cl)Cl (CCl4). Reaction conditions: time 24 hour. Product: BrC=1C(=NC(=CC1)F)CBr (3-bromo-2-bromomethyl-6-fluoro-pyridine). The yield is 100.4%. Reaction SMILES: [Br:1][C:2]1[C:3]([CH3:9])=[N:4][C:5]([F:8])=[CH:6][CH:7]=1.[Br:10]N1C(=O)CCC1=O.O>C(Cl)(Cl)(Cl)Cl.N(C(C)(C)C#N)=NC(C)(C)C#N>[Br:1][C:2]1[C:3]([CH2:9][Br:10])=[N:4][C:5]([F:8])=[CH:6][CH:7]=1. Procedure: To a solution of 3-bromo-6-fluoro-2-methyl-pyridine (1.9 g, 10.0 mmol, 1.0 equiv) in CCl4 (40 mL) was added N-bromo-succinimide (2.14 g, 12.0 mmol, 1.2 equiv) followed by 2,2′-azobis(2-methylpropionitrile) (0.16 g, 1.0 mmol, 0.1 equiv). The mixture was heated at reflux for 16 h, then left to stand at ambient temperature for 24 h. Water (100 mL) was added and the product was extracted with dichloromethane. The organic layer was washed with brine, dried (MgSO4), filtered and concentrated under red... The reactants are FC(S(=O)(=O)OC1=CC2=CC=C(C=C2C=C1)C(C(C)C)(C=1N=CN(C1)C(C1=CC=CC=C1)(C1=CC=CC=C1)C1=CC=CC=C1)O)(F)F (6-[1-hydroxy-2-methyl-1-(1-trityl-1H-imidazol-4-yl)propyl]-2-naphthyl trifluoromethanesulfonate), C1(=CC=CC=C1)B(O)O (phenylboronic acid), [Cl-].[Li+] (lithium chloride), C(=O)([O-])[O-].[Na+].[Na+] (Na2CO3). Reagents/catalysts: [Pd].C1(=CC=CC=C1)P(C1=CC=CC=C1)C1=CC=CC=C1.C1(=CC=CC=C1)P(C1=CC=CC=C1)C1=CC=CC=C1.C1(=CC=CC=C1)P(C1=CC=CC=C1)C1=CC=CC=C1.C1(=CC=CC=C1)P(C1=CC=CC=C1)C1=CC=CC=C1 (tetrakis(triphenylphosphine)-palladium (0)). Run in C(OC)COC (dimethoxyethane), O (Water). Reaction conditions: temperature 80 celsius. Product: N1C=NC(=C1)C(C(C)C)(O)C1=CC2=CC=C(C=C2C=C1)C1=CC=CC=C1 (1-(1H-Imidazol-4-yl)-2-methyl-1-(6-phenyl-2-naphthyl)-1-propanol). Isolated yield 287.7%. RXN SMILES: FC(F)(F)S(OC1C=C[C:14]2[C:9](=[CH:10][CH:11]=[C:12]([C:17]([OH:45])([C:21]3[N:22]=[CH:23][N:24](C(C4C=CC=CC=4)(C4C=CC=CC=4)C4C=CC=CC=4)[CH:25]=3)[CH:18]([CH3:20])[CH3:19])[CH:13]=2)C=1)(=O)=O.[C:48]1(B(O)O)[CH:53]=[CH:52][CH:51]=[CH:50][CH:49]=1.[Cl-].[Li+].C([O-])([O-])=O.[Na+].[Na+]>C(COC)OC.[Pd].C1(P(C2C=CC=CC=2)C2C=CC=CC=2)C=CC=CC=1.C1(P(C2C=CC=CC=2)C2C=CC=CC=2)C=CC=CC=1.C1(P(C2C=CC=CC=2)C2C=CC=CC=2)C=CC=CC=1.C1(P(C2C=CC=CC=2)C2C=CC=CC=2)C=CC=CC=1.O>[NH:24]1[CH:25]=[C:21]([C:17]([C:12]2[CH:11]=[CH:10][C:9]3[C:14](=[CH:14][CH:9]=[C:10]([C:48]4[CH:53]=[CH:52][CH:51]=[CH:50][CH:49]=4)[CH:11]=3)[CH:13]=2)([OH:45])[CH:18]([CH3:19])[CH3:20])[N:22]=[CH:23]1 |f:2.3,4.5.6,8.9.10.11.12|. Reported procedure: 6-[1-hydroxy-2-methyl-1-(1-trityl-1H-imidazol-4-yl)propyl]-2-naphthyl trifluoromethanesulfonate (2.0 g), phenylboronic acid (446 mg), tetrakis(triphenylphosphine)-palladium (0) (115 mg) and lithium chloride (259 mg) were dissolved in dimethoxyethane (DME, 20 mL). Ag.Na2CO3 (2M, 4.5 mL) was added to the mixture, and whole was heated at 80° C. for 20 h. Water was added, the mixture was extracted with AcOEt. The extract was washed with brine, dried and concentrated. The residue was purified by colu... Procedure: A solution of 2-chloronicotinic acid (1.61 g, 10.2 mmol) and sulfuric acid (0.5 mL) in methanol (30 mL) was stirred at reflux overnight. The solution was poured into water (100 mL) and neutralised with NaHCO3 (s) before being extracted with 1:1 hexane/ethyl acetate (3×40 mL). The solvents were dried (MgSO4) and evaporated and the residue was purified by flash column chromatography (SiO2, 25% ethyl acetate/hexane eluent) to afford the ester as a colourless oil (700 mg, 40%). The product is ClC1=C(C(=O)OC)C=CC=N1 (Methyl 2-chloronicotinate). RXN SMILES: [Cl:1][C:2]1[N:10]=[CH:9][CH:8]=[CH:7][C:3]=1[C:4]([OH:6])=[O:5].S(=O)(=O)(O)O.O.[C:17]([O-])(O)=O.[Na+]>CO>[Cl:1][C:2]1[N:10]=[CH:9][CH:8]=[CH:7][C:3]=1[C:4]([O:6][CH3:17])=[O:5] |f:3.4|. The reactants are C(=O)(O)[O-].[Na+] (NaHCO3), ClC1=C(C(=O)O)C=CC=N1 (2-chloronicotinic acid), S(O)(O)(=O)=O (sulfuric acid), O (water). The yield is 40.0%. Solvent: CO (methanol). Starting materials: FC1=C(C(=CC=C1)F)[N+](=O)[O-] (2,6-difluoronitrobenzene), O.NN (hydrazine hydrate). The solvent is C1CCOC1 (THF). Reaction conditions: time 8 hour. Yields the product FC=1C(=C(C=CC1)NN)[N+](=O)[O-] (3-Fluoro-2-nitro-phenylhydrazine). As a reaction SMILES: [F:1][C:2]1[CH:7]=[CH:6][CH:5]=[C:4](F)[C:3]=1[N+:9]([O-:11])=[O:10].O.[NH2:13][NH2:14]>C1COCC1>[F:1][C:2]1[C:3]([N+:9]([O-:11])=[O:10])=[C:4]([NH:13][NH2:14])[CH:5]=[CH:6][CH:7]=1 |f:1.2|. Procedure: A mixture of 0.01 M 2,6-difluoronitrobenzene and 0.01 M hydrazine hydrate (99% strength) in 30 ml of THF was stirred overnight at RT (exothermic reaction) and the residue was brought to crystallization after distilling off the solvent by treating with diisopropyl ether. Crystalline substance, m.p.: 93-95° C. Starting materials: C1(=CC=CC=C1)[C@@H](C)NC1=NC=NC2=CC(=C(C=C12)[N+](=O)[O-])OCCOC1OCCCC1 (4-[(R)-(1-phenyl-ethyl)amino]-7-[2-(tetrahydro-pyran-2-yloxy)-ethoxy]-6-nitro-quinazoline), Cl (hydrochloric acid), C([O-])(O)=O.[Na+] (sodium bicarbonate). The solvent is CO (methanol). Reaction conditions: temperature 50 celsius, time 1.5 hour. Yields the product C1(=CC=CC=C1)[C@@H](C)NC1=NC=NC2=CC(=C(C=C12)[N+](=O)[O-])OCCO (4-[(R)-(1-Phenyl-ethyl)amino]-7-(2-hydroxy-ethoxy)-6-nitro-quinazoline). RXN SMILES: [C:1]1([C@H:7]([NH:9][C:10]2[C:19]3[C:14](=[CH:15][C:16]([O:23][CH2:24][CH2:25][O:26]C4CCCCO4)=[C:17]([N+:20]([O-:22])=[O:21])[CH:18]=3)[N:13]=[CH:12][N:11]=2)[CH3:8])[CH:6]=[CH:5][CH:4]=[CH:3][CH:2]=1.Cl.C(=O)(O)[O-].[Na+]>CO>[C:1]1([C@H:7]([NH:9][C:10]2[C:19]3[C:14](=[CH:15][C:16]([O:23][CH2:24][CH2:25][OH:26])=[C:17]([N+:20]([O-:22])=[O:21])[CH:18]=3)[N:13]=[CH:12][N:11]=2)[CH3:8])[CH:6]=[CH:5][CH:4]=[CH:3][CH:2]=1 |f:2.3|. Reported procedure: To a stirred solution of 7.70 g 4-[(R)-(1-phenyl-ethyl)amino]-7-[2-(tetrahydro-pyran-2-yloxy)-ethoxy]-6-nitro-quinazoline in 120 ml of methanol are added 2 ml of concentrated hydrochloric acid. The reaction mixture is stirred for 1.5 hours at 50° C. After cooling, the mixture is neutralized with solid sodium bicarbonate and concentrated in vacuo. The solid residue is dissolved in ethyl acetate, washed with concentrated aqueous sodium bicarbonate solution, dried over magnesium sulfate, and concen...